The task is: describe an organic reaction: reactants, conditions, products, and yield. This data is from the Open Reaction Database (ORD), a public repository of structured organic reaction records. The reactants are ClC1=C(C2=C(OCO2)C(=C1)I)NC1=NC=NC2=CC(=CC(=C12)OC(C)C)OCCCCl (N-(5-chloro-7-iodo-1,3-benzodioxol-4yl)-7-(3-chloropropoxy)-5-isopropoxyquinazolin-4-amine), C(C)(C)NC(C)C (diisopropylamine), COCC#C (3-methoxy-prop-1-yne), palladium(II) bis-triphenylphosphine dichloride. Reagents/catalysts: [Cu]I (copper (I) iodide). The solvent is C(C)(=O)OCC (ethyl acetate). Run at temperature -10 celsius. Product: ClC1=C(C2=C(OCO2)C(=C1)C#CCOC)NC1=NC=NC2=CC(=CC(=C12)OC(C)C)OCCCCl (N-[5-chloro-7-(3-methoxyprop-1-yn-1-yl)-1,3-benzodioxol-4-yl]-7-(3-chloropropoxy)-5-isopropoxyquinazolin-4-amine). RXN SMILES: [Cl:1][C:2]1[CH:10]=[C:9](I)[C:5]2[O:6][CH2:7][O:8][C:4]=2[C:3]=1[NH:12][C:13]1[C:22]2[C:17](=[CH:18][C:19]([O:27][CH2:28][CH2:29][CH2:30][Cl:31])=[CH:20][C:21]=2[O:23][CH:24]([CH3:26])[CH3:25])[N:16]=[CH:15][N:14]=1.[CH3:32][O:33][CH2:34][C:35]#[CH:36].C(NC(C)C)(C)C>[Cu]I.C(OCC)(=O)C>[Cl:1][C:2]1[CH:10]=[C:9]([C:36]#[C:35][CH2:34][O:33][CH3:32])[C:5]2[O:6][CH2:7][O:8][C:4]=2[C:3]=1[NH:12][C:13]1[C:22]2[C:17](=[CH:18][C:19]([O:27][CH2:28][CH2:29][CH2:30][Cl:31])=[CH:20][C:21]=2[O:23][CH:24]([CH3:26])[CH3:25])[N:16]=[CH:15][N:14]=1. Procedure: A mixture N-(5-chloro-7-iodo-1,3-benzodioxol-4yl)-7-(3-chloropropoxy)-5-isopropoxyquinazolin-4-amine (1.313 g, 1:1 wt.:wt. mixture with triphenylphosphine), 3-methoxy-prop-1-yne (0.19 ml), palladium(II) bis-triphenylphosphine dichloride (0.080 g) and copper (I) iodide (0.022 g) was taken up into ethyl acetate (15 ml) and cooled to −10° C. This was set to stir rapidly and then diisopropylamine (0.32 ml) was added and the reaction was stirred cold for 45 minutes before being warmed to room tempera... Starting materials: CN(C)CC1=C(C=C(O1)CSCCN)C (2-[(5-dimethylaminomethyl-4-methyl-2-furyl)methylthio]ethylamine), 3-{2-[(5-dimethylaminomethyl-4-methyl-2-furyl)methylthio]ethylamino}-4-methoxy-b 1,2,5-thiadiazole 1,1-dioxide, CN (methylamine), COC1=NS(N=C1OC)(=O)=O (3,4-dimethoxy-1,2,5-thiadiazole 1,1-dioxide). The solvent is CO (methanol). Product: CN(C)CC1=C(C=C(O1)CSCCNC1=NS(N=C1NC)(=O)=O)C (3-{2-[(5-Dimethylaminomethyl-4-methyl-2-furyl)methylthio]ethylamino}-4-methylamino-1,2,5-thiadiazole 1,1-dioxide). As a reaction SMILES: CO[C:3]1[C:7](OC)=[N:6][S:5](=[O:11])(=[O:10])[N:4]=1.[CH3:12][N:13]([CH2:15][C:16]1[O:20][C:19]([CH2:21][S:22][CH2:23][CH2:24][NH2:25])=[CH:18][C:17]=1[CH3:26])[CH3:14].[CH3:27][NH2:28]>CO>[CH3:14][N:13]([CH2:15][C:16]1[O:20][C:19]([CH2:21][S:22][CH2:23][CH2:24][NH:25][C:7]2[C:3]([NH:28][CH3:27])=[N:4][S:5](=[O:10])(=[O:11])[N:6]=2)=[CH:18][C:17]=1[CH3:26])[CH3:12]. Reported procedure: When a methanol suspension of 3,4-dimethoxy-1,2,5-thiadiazole 1,1-dioxide is reacted with an equimolar amount of 2-[(5-dimethylaminomethyl-4-methyl-2-furyl)methylthio]ethylamine [prepared in Step C] and the resultant 3-{2-[(5-dimethylaminomethyl-4-methyl-2-furyl)methylthio]ethylamino}-4-methoxy-b 1,2,5-thiadiazole 1,1-dioxide is treated with an excess of methylamine, the title compound is produced. RXN SMILES: [C:8]([CH3:9])([CH3:10])([CH3:11])[c:12]1[cH:13][cH:14][c:15]2[c:20]([cH:21]1)[C:19](=[O:22])[CH2:18][CH2:17][CH2:16]2.[CH3:23][CH2:24][OH:25].[ClH:1].[ClH:26].[NH:2]1[CH2:3][CH2:4][CH2:5][CH2:6][CH2:7]1>>[N:2]1([CH2:23][CH:18]2[CH2:17][CH2:16][c:15]3[cH:14][cH:13][c:12]([C:8]([CH3:9])([CH3:10])[CH3:11])[cH:21][c:20]3[C:19]2=[O:22])[CH2:3][CH2:4][CH2:5][CH2:6][CH2:7]1. The product is CC(C)(C)c1ccc2c(c1)C(=O)C(CN1CCCCC1)CC2. Starting materials: CC(C)(C)c1ccc2c(c1)C(=O)CCC2, CCO, Cl, Cl, C1CCNCC1. Reactants: ClC=1C=CC2=C(C3=C(C=C(C(N3CC2)=O)C2=CC=CC=C2)CNCC#N)C1 ([[(10-chloro-6,7-dihydro-4-oxo-3-phenyl-4H-benzo[a]quinolizine-1-yl)methyl]amino]acetonitrile), C(=O)O.C(C)(=O)OC(C)=O (formic acid acetic acid anhydride). Solvent: O1CCCC1 (tetrahydrofuran). Run at time 45 minute. Product: ClC=1C=CC2=C(C3=C(C=C(C(N3CC2)=O)C2=CC=CC=C2)CN(C=O)CC#N)C1 (N-[(10-Chloro-6,7-dihydro-4-oxo-3-phenyl-4H-benzo[a]quinolizine-1-yl)methyl]-N-(cyanomethyl)formamide). RXN SMILES: [Cl:1][C:2]1[CH:3]=[CH:4][C:5]2[CH2:14][CH2:13][N:12]3[C:7](=[C:8]([CH2:22][NH:23][CH2:24][C:25]#[N:26])[CH:9]=[C:10]([C:16]4[CH:21]=[CH:20][CH:19]=[CH:18][CH:17]=4)[C:11]3=[O:15])[C:6]=2[CH:27]=1.[CH:28](O)=[O:29].C(OC(=O)C)(=O)C>O1CCCC1>[Cl:1][C:2]1[CH:3]=[CH:4][C:5]2[CH2:14][CH2:13][N:12]3[C:7](=[C:8]([CH2:22][N:23]([CH2:24][C:25]#[N:26])[CH:28]=[O:29])[CH:9]=[C:10]([C:16]4[CH:17]=[CH:18][CH:19]=[CH:20][CH:21]=4)[C:11]3=[O:15])[C:6]=2[CH:27]=1 |f:1.2|. Procedure: A suspension of 0.376 g of [[(10-chloro-6,7-dihydro-4-oxo-3-phenyl-4H-benzo[a]quinolizine-1-yl)methyl]amino]acetonitrile in 10 ml of tetrahydrofuran was treated with 0.1 ml of formic acid-acetic acid anhydride and the clear yellow solution which formed after a short time was stirred at room temperature for 45 minutes. After evaporation the residue was taken up in chloroform, washed with 10 percent potassium bicarbonate solution and saturated sodium chloride solution, dried over magnesium sulfate... Starting materials: CC(C)(C)OC(=O)NC(=O)OC(C)(C)C, CC(C)(C)[O-], CCOC(C)=O, COC(=O)c1csc(CCl)c1, [K+], CN(C)C=O, O. Product: COC(=O)c1csc(CN(C(=O)OC(C)(C)C)C(=O)OC(C)(C)C)c1. RXN SMILES: [C:1](=[O:2])([O:3][C:4]([CH3:5])([CH3:6])[CH3:7])[NH:8][C:9](=[O:10])[O:11][C:12]([CH3:13])([CH3:14])[CH3:15].[CH3:16][C:17]([CH3:18])([O-:19])[CH3:20].[CH3:39][CH2:40][O:41][C:42](=[O:43])[CH3:44].[Cl:22][CH2:23][c:24]1[cH:25][c:26]([C:29](=[O:30])[O:31][CH3:32])[cH:27][s:28]1.[K+:21].[O:34]=[CH:35][N:36]([CH3:37])[CH3:38].[OH2:33]>>[C:1](=[O:2])([O:3][C:4]([CH3:5])([CH3:6])[CH3:7])[N:8]([C:9](=[O:10])[O:11][C:12]([CH3:13])([CH3:14])[CH3:15])[CH2:23][c:24]1[cH:25][c:26]([C:29](=[O:30])[O:31][CH3:32])[cH:27][s:28]1. Reactants: C(CO)(=O)O (glycolic acid), C1=CC(=C(C=2C1=NSN2)NC3=NCCN3)Cl (tizanidine). Run in C(C)O (ethanol). Reaction conditions: temperature 2.5 celsius. Product: C1=CC(=C(C=2C1=NSN2)NC3=NCCN3)Cl.C(CO)(=O)[O-] (tizanidine glycolate). The yield is 72.0%. Reaction SMILES: [C:1]([OH:5])(=[O:4])[CH2:2][OH:3].[CH:6]1[C:11]2=[N:12][S:13][N:14]=[C:10]2[C:9]([NH:15][C:16]2[NH:20][CH2:19][CH2:18][N:17]=2)=[C:8]([Cl:21])[CH:7]=1>C(O)C>[CH:6]1[C:11]2=[N:12][S:13][N:14]=[C:10]2[C:9]([NH:15][C:16]2[NH:20][CH2:19][CH2:18][N:17]=2)=[C:8]([Cl:21])[CH:7]=1.[C:1]([O-:5])(=[O:4])[CH2:2][OH:3] |f:3.4|. Reported procedure: To a solution of 3.0 g of glycolic acid in 6 ml of ethanol, 3.0 g of the tizanidine base (99.15% HPLC) are added. After brief heating to boil a solution results, from which a crystalline precipitated product starts to separate. After cooling to 0 to 5° C. and aspiration 2.8 g of tizanidine glycolate are obtained.